Dataset: the Open Reaction Database (ORD), a public repository of structured organic reaction records. Task: describe an organic reaction: reactants, conditions, products, and yield The reactants are C1CCOC1, C[Si](C)(C)[N-][Si](C)(C)C, CCOC(C)=O, O=C(O)c1cc(-c2ccccc2)ncc1F, Nc1ccc(I)cc1F, [Li+]. Yields the product O=C(O)c1cc(-c2ccccc2)ncc1Nc1ccc(I)cc1F. As a reaction SMILES: [CH2:36]1[O:37][CH2:38][CH2:39][CH2:40]1.[CH3:1][Si:2]([N-:3][Si:4]([CH3:5])([CH3:6])[CH3:7])([CH3:8])[CH3:9].[CH3:41][CH2:42][O:43][C:44]([CH3:45])=[O:46].[F:11][c:12]1[cH:13][n:14][c:15](-[c:21]2[cH:22][cH:23][cH:24][cH:25][cH:26]2)[cH:16][c:17]1[C:18](=[O:19])[OH:20].[F:27][c:28]1[c:29]([NH2:30])[cH:31][cH:32][c:33]([I:35])[cH:34]1.[Li+:10]>>[c:12]1([NH:30][c:29]2[c:28]([F:27])[cH:34][c:33]([I:35])[cH:32][cH:31]2)[cH:13][n:14][c:15](-[c:21]2[cH:22][cH:23][cH:24][cH:25][cH:26]2)[cH:16][c:17]1[C:18](=[O:19])[OH:20]. The reactants are polyacrylamide, C1C(C(=O)N(C1=O)OC(=O)CCCCCNC(=O)CCSSC2=CC=CC=N2)S(=O)(=O)[O-].[Na+] (Sulfo-LC-SPDP), C1C(C(=O)N(C1=O)OC(=O)CCCCCNC(=O)CCSSC2=CC=CC=N2)S(=O)(=O)[O-].[Na+] (Sulfo-LC-SPDP), P(=O)([O-])([O-])[O-].[Na+].[Na+].[Na+] (sodium phosphate), [Na+].[Cl-] (NaCl), C(CN(CC(=O)O)CC(=O)O)N(CC(=O)O)CC(=O)O (EDTA), [N-]=[N+]=[N-].[Na+] (sodium azide). The solvent is OP(=O)(O)[O-].OP(=O)([O-])[O-].[Na+].[Na+].[Na+].[Cl-].[Cl-].[K+].[K+] (PBS), OP(=O)(O)[O-].OP(=O)([O-])[O-].[Na+].[Na+].[Na+].[Cl-].[Cl-].[K+].[K+] (PBS), O (water), OP(=O)(O)[O-].OP(=O)([O-])[O-].[Na+].[Na+].[Na+].[Cl-].[Cl-].[K+].[K+] (phosphate buffered saline). Product: N1=C(C=CC=C1)SSCCC(=O)NCCCCCC(=O)ON1C(C(CC1=O)S(=O)(=O)O)=O (sulfosuccinimidyl 6-[3′-(2-pyridyldithio)-propionamido]hexanoate), disulfide. RXN SMILES: [CH2:1]1[C:6](=[O:7])[N:5]([O:8][C:9]([CH2:11][CH2:12][CH2:13][CH2:14][CH2:15][NH:16][C:17]([CH2:19][CH2:20][S:21][S:22][C:23]2[N:28]=[CH:27][CH:26]=[CH:25][CH:24]=2)=[O:18])=[O:10])[C:3](=[O:4])[CH:2]1[S:29]([O-:32])(=[O:31])=[O:30].[Na+].P([O-])([O-])([O-])=O.[Na+].[Na+].[Na+].[Na+].[Cl-].C(N(CC(O)=O)CC(O)=O)CN(CC(O)=O)CC(O)=O.[N-]=[N+]=[N-].[Na+]>OP([O-])(O)=O.OP([O-])([O-])=O.[Na+].[Na+].[Na+].[Cl-].[Cl-].[K+].[K+].O>[N:28]1[CH:27]=[CH:26][CH:25]=[CH:24][C:23]=1[S:22][S:21][CH2:20][CH2:19][C:17]([NH:16][CH2:15][CH2:14][CH2:13][CH2:12][CH2:11][C:9]([O:8][N:5]1[C:6](=[O:7])[CH2:1][CH:2]([S:29]([OH:32])(=[O:30])=[O:31])[C:3]1=[O:4])=[O:10])=[O:18] |f:0.1,2.3.4.5,6.7,9.10,11.12.13.14.15.16.17.18.19|. Reported procedure: A 10 mM stock solution of the sulfosuccinimidyl 6-[3′-(2-pyridyldithio)-propionamido]hexanoate (Sulfo-LC-SPDP) is prepared by dissolving 1.3 mg Sulfo-LC-SPDP into 2.07 ml de-ionized water. The conjugation reaction is carried out in phosphate buffered saline (PBS) containing 20 mM sodium phosphate buffer, 150 mM NaCl, 1 mM EDTA and 0.02% sodium azide at pH 7.5. One milligram of lyophilized antibody is dissolved in 450 ml PBS, and 50 ml of Sulfo-LC-SPDP stock solution is added to the antibody solu...